Dataset: the Open Reaction Database (ORD), a public repository of structured organic reaction records. Task: describe an organic reaction: reactants, conditions, products, and yield The reactants are CN(C)C=O, ClCCl, COc1c(C)c2c(c(O)c1CC=C(C)CCC(=O)O)C(=O)OC2, O=S(Cl)Cl. The product is [Cl-], COc1c(C)c2c(c(O)c1CC=C(C)CCC(=O)O)C(=O)OC2. As a reaction SMILES: [CH3:28][N:29]([CH3:30])[CH:31]=[O:32].[Cl:33][CH2:34][Cl:35].[OH:1][c:2]1[c:3]2[c:7]([c:8]([CH3:22])[c:9]([O:20][CH3:21])[c:10]1[CH2:11][CH:12]=[C:13]([CH2:14][CH2:15][C:16](=[O:17])[OH:18])[CH3:19])[CH2:6][O:5][C:4]2=[O:23].[S:24]([Cl:25])([Cl:26])=[O:27]>>[Cl-:26].[OH:1][c:2]1[c:3]2[c:7]([c:8]([CH3:22])[c:9]([O:20][CH3:21])[c:10]1[CH2:11][CH:12]=[C:13]([CH2:14][CH2:15][C:16](=[O:17])[OH:18])[CH3:19])[CH2:6][O:5][C:4]2=[O:23].